Dataset: the Open Reaction Database (ORD), a public repository of structured organic reaction records. Task: describe an organic reaction: reactants, conditions, products, and yield The reactants are C=CCN(C(=O)OCc1ccccc1)c1cnc2n(c1=O)C(C(=O)O)CC2(C)N=[N+]=[N-], N=C(NC(=O)OCc1ccccc1)c1ccc(CN)cc1, CCN=C=NCCCN(C)C, CCOC(C)=O, ClCCl, [Na+], O=C([O-])O, CN(C)C=O. Yields the product C=CCN(C(=O)OCc1ccccc1)c1cnc2n(c1=O)C(C(=O)NCc1ccc(C(=N)NC(=O)OCc3ccccc3)cc1)CC2(C)N=[N+]=[N-]. RXN SMILES: [CH2:1]([CH:2]=[CH2:3])[N:4]([c:5]1[cH:6][n:7][c:8]2[n:9]([c:10]1=[O:11])[CH:12]([C:19](=[O:20])[OH:21])[CH2:13][C:14]2([CH3:15])[N:16]=[N+:17]=[N-:18])[C:22](=[O:23])[O:24][CH2:25][c:26]1[cH:27][cH:28][cH:29][cH:30][cH:31]1.[CH2:32]([c:33]1[cH:34][cH:35][cH:36][cH:37][cH:38]1)[O:39][C:40]([NH:41][C:42](=[NH:43])[c:44]1[cH:45][cH:46][c:47]([CH2:50][NH2:51])[cH:48][cH:49]1)=[O:52].[CH3:58][CH2:59][N:60]=[C:61]=[N:62][CH2:63][CH2:64][CH2:65][N:66]([CH3:67])[CH3:68].[CH3:77][CH2:78][O:79][C:80]([CH3:81])=[O:82].[Cl:69][CH2:70][Cl:71].[Na+:57].[O-:53][C:54]([OH:55])=[O:56].[O:72]=[CH:73][N:74]([CH3:75])[CH3:76]>>[CH2:1]([CH:2]=[CH2:3])[N:4]([c:5]1[cH:6][n:7][c:8]2[n:9]([c:10]1=[O:11])[CH:12]([C:19](=[O:20])[NH:51][CH2:50][c:47]1[cH:46][cH:45][c:44]([C:42]([NH:41][C:40]([O:39][CH2:32][c:33]3[cH:34][cH:35][cH:36][cH:37][cH:38]3)=[O:52])=[NH:43])[cH:49][cH:48]1)[CH2:13][C:14]2([CH3:15])[N:16]=[N+:17]=[N-:18])[C:22](=[O:23])[O:24][CH2:25][c:26]1[cH:27][cH:28][cH:29][cH:30][cH:31]1.